Dataset: the Open Reaction Database (ORD), a public repository of structured organic reaction records. Task: describe an organic reaction: reactants, conditions, products, and yield Procedure: 4.0 g (10.0 mmol) of 2-hexadecyloxycarbonylamino-5-methylbenzoic acid are introduced into 20 ml of pyridine at 0° C. under a nitrogen atmosphere, and 4.93 g (45.4 mmol) of ethyl chloroformate are added dropwise to the resulting solution at 0° C. over the course of 20 min. After the reaction mixture has been stirred at 0° C. for 1 h and at room temperature for 2 h it is added to 30 ml of ice-water. The solid is filtered off and dried in vacuo. 3.3 g (8.2 mmol, 82%) of 2-hexadecyloxy-6-methyl-4H-3... The solvent is N1=CC=CC=C1 (pyridine). Starting materials: ClC(=O)OCC (ethyl chloroformate), C(CCCCCCCCCCCCCCC)OC(=O)NC1=C(C(=O)O)C=C(C=C1)C (2-hexadecyloxycarbonylamino-5-methylbenzoic acid), ice water. Product: C(CCCCCCCCCCCCCCC)OC1=NC2=C(C(O1)=O)C=C(C=C2)C (2-hexadecyloxy-6-methyl-4H-3,1-benzoxazin-4-one). The yield is 82.0%. Reaction SMILES: [CH2:1]([O:17][C:18]([NH:20][C:21]1[CH:29]=[CH:28][C:27]([CH3:30])=[CH:26][C:22]=1[C:23]([OH:25])=[O:24])=O)[CH2:2][CH2:3][CH2:4][CH2:5][CH2:6][CH2:7][CH2:8][CH2:9][CH2:10][CH2:11][CH2:12][CH2:13][CH2:14][CH2:15][CH3:16].ClC(OCC)=O>N1C=CC=CC=1>[CH2:1]([O:17][C:18]1[O:24][C:23](=[O:25])[C:22]2[CH:26]=[C:27]([CH3:30])[CH:28]=[CH:29][C:21]=2[N:20]=1)[CH2:2][CH2:3][CH2:4][CH2:5][CH2:6][CH2:7][CH2:8][CH2:9][CH2:10][CH2:11][CH2:12][CH2:13][CH2:14][CH2:15][CH3:16]. Run at temperature 0 celsius, time 2 hour. The reactants are C(C)(=O)NC1=C2CCC(CC2=CC=C1)=O (5-acetylamino-2-tetralone), Cl.C(C1=CC=CC=C1)NC (N-benzyl-methylaminehydrochloride). The product is Cl.C(C)(=O)NC1=C2CCC(CC2=CC=C1)N(C)CC1=CC=CC=C1 (5-Acetylamino-2-(N-benzyl-N-methyl-amino)-tetralinehydrochloride). Reaction SMILES: [C:1]([NH:4][C:5]1[CH:14]=[CH:13][CH:12]=[C:11]2[C:6]=1[CH2:7][CH2:8][C:9](=O)[CH2:10]2)(=[O:3])[CH3:2].[ClH:16].[CH2:17]([NH:24][CH3:25])[C:18]1[CH:23]=[CH:22][CH:21]=[CH:20][CH:19]=1>>[ClH:16].[C:1]([NH:4][C:5]1[CH:14]=[CH:13][CH:12]=[C:11]2[C:6]=1[CH2:7][CH2:8][CH:9]([N:24]([CH2:17][C:18]1[CH:23]=[CH:22][CH:21]=[CH:20][CH:19]=1)[CH3:25])[CH2:10]2)(=[O:3])[CH3:2] |f:1.2,3.4|. Procedure details: Starting from 2.03 g (0.01 mol) of 5-acetylamino-2-tetralone and 4.37 g (0.03 mol) of N-benzyl-methylaminehydrochloride the title compound is obtained analogously to Example 4.1.11 in a yield of 2.0 g (58.1% of theory) and with a melting point of 243° C. which does not change after recrystallisation from methanol/ether.